From a dataset of the Open Reaction Database (ORD), a public repository of structured organic reaction records. describe an organic reaction: reactants, conditions, products, and yield Reactants: CCOCC, CCCCCC, CCO, [N-]=[N+]=NCc1nc2ccccc2o1. The product is NCc1nc2ccccc2o1. Reaction SMILES: [CH2:20]([O:21][CH2:22][CH3:23])[CH3:24].[CH3:14][CH2:15][CH2:16][CH2:17][CH2:18][CH3:19].[CH3:25][CH2:26][OH:27].[N:1](=[N+:2]=[N-:3])[CH2:4][c:5]1[o:6][c:7]2[c:8]([n:9]1)[cH:10][cH:11][cH:12][cH:13]2>>[NH2:1][CH2:4][c:5]1[o:6][c:7]2[c:8]([n:9]1)[cH:10][cH:11][cH:12][cH:13]2. The reactants are [OH-].[Na+] (sodium hydroxide), OC[C@H](CC1=CC=C(C=C1)NC(=O)C1=CC=C(C(=O)OC)C=C1)NC[C@@H](COC1=CC=CC=C1)O (methyl 4-[[[4-[(2S)-3-hydroxy-2-[[(2S)-2-hydroxy-3-phenoxypropyl]amino]propyl]phenyl]-amino]carbonyl]benzoate), [OH-].[Na+] (sodium hydroxide). Solvent: CO (methanol). The product is OC[C@H](CC1=CC=C(C=C1)NC(=O)C1=CC=C(C(=O)[O-])C=C1)NC[C@@H](COC1=CC=CC=C1)O.[Na+] (sodium 4-[[[4-[(2S)-3-hydroxy-2-[[(2S)-2-hydroxy-3-phenoxypropyl]amino]propyl]phenyl]amino]carbonyl]benzoate). RXN SMILES: [OH:1][CH2:2][C@@H:3]([NH:24][CH2:25][C@H:26]([OH:35])[CH2:27][O:28][C:29]1[CH:34]=[CH:33][CH:32]=[CH:31][CH:30]=1)[CH2:4][C:5]1[CH:10]=[CH:9][C:8]([NH:11][C:12]([C:14]2[CH:23]=[CH:22][C:17]([C:18]([O:20]C)=[O:19])=[CH:16][CH:15]=2)=[O:13])=[CH:7][CH:6]=1.[OH-].[Na+:37]>CO>[OH:1][CH2:2][C@@H:3]([NH:24][CH2:25][C@H:26]([OH:35])[CH2:27][O:28][C:29]1[CH:30]=[CH:31][CH:32]=[CH:33][CH:34]=1)[CH2:4][C:5]1[CH:6]=[CH:7][C:8]([NH:11][C:12]([C:14]2[CH:23]=[CH:22][C:17]([C:18]([O-:20])=[O:19])=[CH:16][CH:15]=2)=[O:13])=[CH:9][CH:10]=1.[Na+:37] |f:1.2,4.5|. Procedure: To a suspension of methyl 4-[[[4-[(2S)-3-hydroxy-2-[[(2S)-2-hydroxy-3-phenoxypropyl]amino]propyl]phenyl]-amino]carbonyl]benzoate (19.3 mg) in methanol (1.0 ml) was added 1N sodium hydroxide solution (40.3 μl) and the suspension was refluxed for 10 hours. An additional portion of 1N sodium hydroxide solution (40.3 μl) was added and the mixture was refluxed for 3 hours. After cooling to room temperature, the solvent was removed by evaporation to give sodium 4-[[[4-[(2S)-3-hydroxy-2-[[(2S)-2-hydrox... The reactants are ClC=1C=C2C=CNC2=CC1Cl (5,6-dichloro-1H-indole), [N+](=[N-])=CC(=O)OCC (ethyl 2-diazoacetate). The reagents and catalysts are C(F)(F)(F)S(=O)(=O)[O-].C(F)(F)(F)S(=O)(=O)[O-].[Cu+2] (Cu(OTf)2). Solvent: C(Cl)Cl (DCM). Reaction conditions: time 16 hour. Product: ClC=1C=C2C(=CNC2=CC1Cl)CC(=O)OCC (Ethyl 2-(5,6-dichloro-1H-indol-3-yl)acetate). The yield is 8.2%. Reaction SMILES: [Cl:1][C:2]1[CH:3]=[C:4]2[C:8](=[CH:9][C:10]=1[Cl:11])[NH:7][CH:6]=[CH:5]2.[N+](=[CH:14][C:15]([O:17][CH2:18][CH3:19])=[O:16])=[N-]>C(Cl)Cl.C(S([O-])(=O)=O)(F)(F)F.C(S([O-])(=O)=O)(F)(F)F.[Cu+2]>[Cl:1][C:2]1[CH:3]=[C:4]2[C:8](=[CH:9][C:10]=1[Cl:11])[NH:7][CH:6]=[C:5]2[CH2:14][C:15]([O:17][CH2:18][CH3:19])=[O:16] |f:3.4.5|. Reported procedure: To a mixture of 5,6-dichloro-1H-indole (1.0 g, 5.37 mmol), Cu(OTf)2 (194 mg, 0.537 mmol) in DCM (15 mL) at RT, ethyl 2-diazoacetate (918 mg, 8.05 mmol) was added dropwise. The resulting mixture was stirred at RT for 16 h, quenched with water, and then extracted dichloromethane. The organic layer was dried over Na2SO4, filtered and concentrated in vacuo. The residue was purified by Prep-HPLC to afford the desired product (120 mg, 8.2% yield) as light yellow solid. ESI-MS m/z: 272.1[M+H]+. Reactants: C1CCOC1, [Li]CCCC, [Cl-], ClCCCI, [Cu]I, [NH4+], c1ccc2occc2c1. Product: ClCCCc1cc2ccccc2o1. RXN SMILES: [CH2:22]1[O:23][CH2:24][CH2:25][CH2:26]1.[CH3:1][CH2:2][CH2:3][CH2:4][Li:5].[Cl-:20].[Cl:15][CH2:16][CH2:17][CH2:18][I:19].[Cu:27][I:28].[NH4+:21].[o:6]1[cH:7][cH:8][c:9]2[c:10]1[cH:11][cH:12][cH:13][cH:14]2>>[o:6]1[c:7]([CH2:18][CH2:17][CH2:16][Cl:15])[cH:8][c:9]2[c:10]1[cH:11][cH:12][cH:13][cH:14]2. Run in C(C)O (ethanol). The yield is 96.6%. Reactants: ClC1=CC=C(C=C1)C(C)=O (1-(4-chlorophenyl)ethanone), C(C(=O)OCC)(=O)OCC (diethyl ethanedioate), [Na] (Sodium). Run at time 16 hour. Procedure details: Sodium metal (0.143 g, 6.21 mmol) was dissolved into ethanol (3 mL) and the resulting solution was cooled with an ice bath. A mixture of 1-(4-chlorophenyl)ethanone (0.756 mL, 5.65 mmol) and diethyl ethanedioate (0.766 mL, 5.65 mmol) were added dropwise, and the reaction mixture was stirred for 16 h. The reaction mixture was quenched with ice water (5 mL) and acidified to ˜pH 3 with 1N HCl. The precipitate was collected by filtration and dried under high vacuum to give 1.39 g (97%) of product. LC... Reaction SMILES: [Na].[Cl:2][C:3]1[CH:8]=[CH:7][C:6]([C:9](=[O:11])[CH3:10])=[CH:5][CH:4]=1.[C:12](OCC)(=[O:18])[C:13]([O:15][CH2:16][CH3:17])=[O:14]>C(O)C>[Cl:2][C:3]1[CH:8]=[CH:7][C:6]([C:9](=[O:11])[CH2:10][C:12](=[O:18])[C:13]([O:15][CH2:16][CH3:17])=[O:14])=[CH:5][CH:4]=1 |^1:0|. Yields the product ClC1=CC=C(C=C1)C(CC(C(=O)OCC)=O)=O (Ethyl 4-(4-chlorophenyl)-2,4-dioxobutanoate).